This data is from the Open Reaction Database (ORD), a public repository of structured organic reaction records. The task is: describe an organic reaction: reactants, conditions, products, and yield Starting materials: Cuprous cyanide, BrC=1C=C(C=CC1N1CCN(CC1)C)NC=1C(=NC=C(N1)OC1=CC(=CC=C1)[N+](=O)[O-])C(=O)N (3-{[3-bromo-4-(4-methylpiperazin-1-yl)phenyl]amino}-5-(3-nitrophenoxy)pyrazine-2-carboxamide), N1=CC=CC=C1 (pyridine), N (ammonia), cuprous cyanide, C(O)([O-])=O.[Na+] (sodium hydrogen carbonate). The solvent is CO (methanol), C(Cl)(Cl)Cl (chloroform). The product is C(#N)C=1C=C(C=CC1N1CCN(CC1)C)NC=1C(=NC=C(N1)OC1=CC(=CC=C1)[N+](=O)[O-])C(=O)N (3-{[3-cyano-4-(4-methylpiperazin-1-yl)phenyl]amino}-5-(3-nitrophenoxy)pyrazine-2-carboxamide). RXN SMILES: Br[C:2]1[CH:3]=[C:4]([NH:15][C:16]2[C:17]([C:32]([NH2:34])=[O:33])=[N:18][CH:19]=[C:20]([O:22][C:23]3[CH:28]=[CH:27][CH:26]=[C:25]([N+:29]([O-:31])=[O:30])[CH:24]=3)[N:21]=2)[CH:5]=[CH:6][C:7]=1[N:8]1[CH2:13][CH2:12][N:11]([CH3:14])[CH2:10][CH2:9]1.[N:35]1C=CC=C[CH:36]=1.N.C(=O)([O-])O.[Na+]>CO.C(Cl)(Cl)Cl>[C:36]([C:2]1[CH:3]=[C:4]([NH:15][C:16]2[C:17]([C:32]([NH2:34])=[O:33])=[N:18][CH:19]=[C:20]([O:22][C:23]3[CH:28]=[CH:27][CH:26]=[C:25]([N+:29]([O-:31])=[O:30])[CH:24]=3)[N:21]=2)[CH:5]=[CH:6][C:7]=1[N:8]1[CH2:9][CH2:10][N:11]([CH3:14])[CH2:12][CH2:13]1)#[N:35] |f:3.4|. Procedure details: To a mixture of 3-{[3-bromo-4-(4-methylpiperazin-1-yl)phenyl]amino}-5-(3-nitrophenoxy)pyrazine-2-carboxamide (645 mg) and pyridine (3.87 mL) was added cuprous cyanide (219 mg), followed by heating and refluxing for 5 hours. Cuprous cyanide (328 mg) was further added thereto, followed by heating and refluxing for 15 hours. The reaction mixture was left to be cooled, and then a mixed solvent (10:1:0.1) of chloroform:methanol:28% aqueous ammonia was added thereto. A saturated aqueous sodium hydroge... The product is CC1=C(C(=O)P2(OC3=C(C4=C2C=CC=C4)C=CC=C3)=O)C=CC(=C1)C (6-(2,4-Dimethylbenzoyl)-(6H)-dibenz[c,e][1,2]oxaphosphorin 6-oxide). Run at temperature 135 celsius. As a reaction SMILES: [CH3:1][C:2]1[CH:10]=[C:9]([CH3:11])[CH:8]=[CH:7][C:3]=1[C:4](Cl)=[O:5].C[O:13][P:14]1[C:19]2[CH:20]=[CH:21][CH:22]=[CH:23][C:18]=2[C:17]2[CH:24]=[CH:25][CH:26]=[CH:27][C:16]=2[O:15]1>>[CH3:1][C:2]1[CH:10]=[C:9]([CH3:11])[CH:8]=[CH:7][C:3]=1[C:4]([P:14]1(=[O:13])[C:19]2[CH:20]=[CH:21][CH:22]=[CH:23][C:18]=2[C:17]2[CH:24]=[CH:25][CH:26]=[CH:27][C:16]=2[O:15]1)=[O:5]. Procedure details: 33.7 g (0.2 mol) of 2,4-dimethylbenzoyl chloride were warmed to 80° C. under a nitrogen atmosphere. 46 g (0.2 mol) of 6-methoxy-(6H)-dibenz[c,e][1,2]oxaphosphorin were added dropwise with stirring. The batch began to crystallize even during the addition. The temperature when then slowly increased to 135° C. with the proviso that toluene was added as diluent at 90° C. After digestion with toluene, 58 g (83% of theory) of the abovementioned compound of melting point 166° C. were obtained from the ... The reactants are CC1=C(C(=O)Cl)C=CC(=C1)C (2,4-dimethylbenzoyl chloride), COP1OC2=C(C3=C1C=CC=C3)C=CC=C2 (6-methoxy-(6H)-dibenz[c,e][1,2]oxaphosphorin). Reactants: N1=CC=C(C=C1)C=1C=2N(C=CC1)N=C(N2)N (8-Pyridin-4-yl-[1,2,4]triazolo[1,5-a]pyridin-2-ylamine), BrC1=CC=C(C=C1)N1CCOCC1 (4-(4-Bromo-phenyl)-morpholine). The product is N1(CCOCC1)C1=CC=C(C=C1)NC1=NN2C(C(=CC=C2)C2=CC=NC=C2)=N1 ((4-Morpholin-4-yl-phenyl)-(8-pyridin-4-yl-[1,2,4]triazolo[1,5-a]pyridin-2-yl)-amine), solid. Isolated yield 20.0%. Reaction SMILES: [N:1]1[CH:6]=[CH:5][C:4]([C:7]2[C:8]3[N:9]([N:13]=[C:14]([NH2:16])[N:15]=3)[CH:10]=[CH:11][CH:12]=2)=[CH:3][CH:2]=1.Br[C:18]1[CH:23]=[CH:22][C:21]([N:24]2[CH2:29][CH2:28][O:27][CH2:26][CH2:25]2)=[CH:20][CH:19]=1>>[N:24]1([C:21]2[CH:22]=[CH:23][C:18]([NH:16][C:14]3[N:15]=[C:8]4[C:7]([C:4]5[CH:5]=[CH:6][N:1]=[CH:2][CH:3]=5)=[CH:12][CH:11]=[CH:10][N:9]4[N:13]=3)=[CH:19][CH:20]=2)[CH2:29][CH2:28][O:27][CH2:26][CH2:25]1. Procedure details: (4-Morpholin-4-yl-phenyl)-(8-pyridin-4-yl-[1,2,4]triazolo[1,5-a]pyridin-2-yl)-amine was prepared from 8-Pyridin-4-yl-[1,2,4]triazolo[1,5-a]pyridin-2-ylamine (100.0 mg, 0.4734 mmol) and 4-(4-Bromo-phenyl)-morpholine (160.0 mg, 0.6608 mmol) in an analogous manner to Step 2d. The title compound was isolated as yellow solid (0.035 g, 20%). MP=266-270° C. 1H NMR (400 MHz, CDCl3, δ, ppm): 9.54 (s, 1H), 8.86 (d, J=6.5 Hz, 1H), 8.75-8.70 (m, 2H), 8.23-8.20 (m, 2H), 8.04 (d, J=7.3 Hz, 1H), 7.62-7.57 (m, ... Starting materials: C(=O)(N1C=NC=C1)N1C=NC=C1 (1,1′-carbonyldiimidazole), C(C)(C)(C)OC(=O)N1CCC(CC1)NC1=C(C=CC=C1)CN (1-(tert-butoxycarbonyl)-4-[(2-aminomethylphenyl)amino]-piperidine), O (water). Solvent: C1(=CC=CC=C1)C (toluene). Reaction conditions: temperature 100 celsius, time 1.5 hour. Yields the product C(C)(C)(C)OC(=O)N1CCC(CC1)N1C(NCC2=CC=CC=C12)=O (1-(tert-Butoxycarbonyl)-4-(1,2,3,4-tetrahydroquinazolin-2-on-1-yl)piperidine). Yield: 54.7%. RXN SMILES: [C:1]([O:5][C:6]([N:8]1[CH2:13][CH2:12][CH:11]([NH:14][C:15]2[CH:20]=[CH:19][CH:18]=[CH:17][C:16]=2[CH2:21][NH2:22])[CH2:10][CH2:9]1)=[O:7])([CH3:4])([CH3:3])[CH3:2].[C:23](N1C=CN=C1)(N1C=CN=C1)=[O:24].O>C1(C)C=CC=CC=1>[C:1]([O:5][C:6]([N:8]1[CH2:9][CH2:10][CH:11]([N:14]2[C:15]3[C:16](=[CH:17][CH:18]=[CH:19][CH:20]=3)[CH2:21][NH:22][C:23]2=[O:24])[CH2:12][CH2:13]1)=[O:7])([CH3:4])([CH3:2])[CH3:3]. Reported procedure: The obtained 1-(tert-butoxycarbonyl)-4-[(2-aminomethylphenyl)amino]-piperidine (219 mg) was dissolved in toluene (5 ml), added with 1,1′-carbonyldiimidazole (128 mg) and stirred at 100° C. for 1.5 hours. The reaction mixture was added with water (10 ml) and extracted twice with ethyl acetate (10 ml). The organic layer was dried over anhydrous magnesium sulfate, and then the solvent was evaporated under reduced pressure. The residue was purified by silica gel column chromatography (elution solven...